The task is: describe an organic reaction: reactants, conditions, products, and yield. This data is from the Open Reaction Database (ORD), a public repository of structured organic reaction records. Reactants: O=c1[nH]ncn1-c1ccc(OCC(F)(F)C(F)(F)F)cc1, CC(O)C1(c2ccc(F)cc2F)CO1. Yields the product CC(n1ncn(-c2ccc(OCC(F)(F)C(F)(F)F)cc2)c1=O)C1(c2ccc(F)cc2F)CO1. RXN SMILES: [F:15][C:16]([CH2:17][O:18][c:19]1[cH:20][cH:21][c:22](-[n:25]2[c:26](=[O:30])[nH:27][n:28][cH:29]2)[cH:23][cH:24]1)([C:31]([F:32])([F:33])[F:34])[F:35].[F:1][c:2]1[c:3]([C:9]2([CH:12]([CH3:13])[OH:14])[O:10][CH2:11]2)[cH:4][cH:5][c:6]([F:8])[cH:7]1>>[F:1][c:2]1[c:3]([C:9]2([CH:12]([CH3:13])[n:27]3[c:26](=[O:30])[n:25](-[c:22]4[cH:21][cH:20][c:19]([O:18][CH2:17][C:16]([F:15])([C:31]([F:32])([F:33])[F:34])[F:35])[cH:24][cH:23]4)[cH:29][n:28]3)[O:10][CH2:11]2)[cH:4][cH:5][c:6]([F:8])[cH:7]1.